Dataset: the Open Reaction Database (ORD), a public repository of structured organic reaction records. Task: describe an organic reaction: reactants, conditions, products, and yield The reactants are BrC=1C=C(C2=C(NC(=N2)C)C1)[N+](=O)[O-] (6-bromo-2-methyl-4-nitro-1H-benzo[d]imidazole), BrCC1=CC=CC2=CC=CC=C12 (1-(bromomethyl)naphthalene), C(=O)([O-])[O-].[K+].[K+] (K2CO3). The solvent is CN(C)C=O (DMF). Run at temperature 80 celsius, time 8 hour. Product: BrC=1C=C(C2=C(N(C(=N2)C)CC2=CC=CC3=CC=CC=C23)C1)[N+](=O)[O-] (6-bromo-2-methyl-1-(naphthalen-1-ylmethyl)-4-nitro-1H-benzo[d]imidazole). The yield is 100.0%. RXN SMILES: [Br:1][C:2]1[CH:3]=[C:4]([N+:12]([O-:14])=[O:13])[C:5]2[N:9]=[C:8]([CH3:10])[NH:7][C:6]=2[CH:11]=1.Br[CH2:16][C:17]1[C:26]2[C:21](=[CH:22][CH:23]=[CH:24][CH:25]=2)[CH:20]=[CH:19][CH:18]=1.C([O-])([O-])=O.[K+].[K+]>CN(C=O)C>[Br:1][C:2]1[CH:3]=[C:4]([N+:12]([O-:14])=[O:13])[C:5]2[N:9]=[C:8]([CH3:10])[N:7]([CH2:16][C:17]3[C:26]4[C:21](=[CH:22][CH:23]=[CH:24][CH:25]=4)[CH:20]=[CH:19][CH:18]=3)[C:6]=2[CH:11]=1 |f:2.3.4|. Reported procedure: A mixture of 6-bromo-2-methyl-4-nitro-1H-benzo[d]imidazole (prepared following the same procedure as Example 1) (3 g), 1-(bromomethyl)naphthalene (2.85 g) and K2CO3 (3.23 g) in DMF (100 mL) was stirred at 80° C. overnight. It was cooled to room temperature and filtered. The filtrate was then poured into water. It was then filtered to afford a solid and the solid was washed with water and then dried in-vacuo to afford the desired product (4.63 g, 100%). 1H NMR (300 MHz, DMSO-d6) δ ppm 2.54 (s, 3H... As a reaction SMILES: [CH3:19][C:20]([CH:21]=[CH2:22])=[O:23].[CH3:24][C:25]#[N:26].[CH:10]([N:11]([CH:12]([CH3:13])[CH3:14])[CH2:15][CH3:16])([CH3:17])[CH3:18].[S:1]=[C:2]1[S:3][CH:4]2[N:5]([CH2:6]1)[C:7](=[O:9])[CH2:8]2>>[CH:2]1=[CH:6][N:5]2[CH:4]([S:3]1)[CH2:8][C:7]2=[O:9]. The product is O=C1CC2SC=CN12. The reactants are C=CC(C)=O, CC#N, CCN(C(C)C)C(C)C, O=C1CC2SC(=S)CN12.